This data is from the Open Reaction Database (ORD), a public repository of structured organic reaction records. The task is: describe an organic reaction: reactants, conditions, products, and yield Starting materials: N1C=CC2=CC(=CC=C12)C(=O)OC (Methyl indole-5-carboxylate), S(O)(O)(=O)=O (sulphuric acid). The reagents and catalysts are [Pd] (palladium on charcoal). Solvent: CO (methanol). Run at time 48 hour. Yields the product N1CCC2=CC(=CC=C12)C(=O)OC (methyl indoline-5-carboxylate). Reaction SMILES: [NH:1]1[C:9]2[C:4](=[CH:5][C:6]([C:10]([O:12][CH3:13])=[O:11])=[CH:7][CH:8]=2)[CH:3]=[CH:2]1.S(=O)(=O)(O)O>CO.[Pd]>[NH:1]1[C:9]2[C:4](=[CH:5][C:6]([C:10]([O:12][CH3:13])=[O:11])=[CH:7][CH:8]=2)[CH2:3][CH2:2]1. Procedure details: Methyl indole-5-carboxylate (5 g) was dissolved in methanol (300 ml) containing concentrated sulphuric acid (12 ml) and 10% palladium on charcoal (1.0 g) added. The reaction mixture was hydrogenated in a Parr bottle at 65 p.s.i. with shaking for 48 hours. The catalyst was filtered off through Celite. The solution was made basic by addition of ammonia solution (0.880) and evaporated in vacuo. The product was extracted from water into ethyl acetate, the organic extracts dried over anhydrous magnes...